From a dataset of the Open Reaction Database (ORD), a public repository of structured organic reaction records. describe an organic reaction: reactants, conditions, products, and yield Reactants: C1(=CC=CC2=CC=CC=C12)B(O)O (1-naphthyl boronic acid), NC1=NC(=C(C(=N1)Cl)C)C (2-amino-4-chloro-5,6-dimethylpyrimidine), C(C)O (ethyl alcohol), C([O-])([O-])=O.[Na+].[Na+] (sodium carbonate). Reagents/catalysts: C=1C=CC(=CC1)[P](C=2C=CC=CC2)(C=3C=CC=CC3)[Pd]([P](C=4C=CC=CC4)(C=5C=CC=CC5)C=6C=CC=CC6)([P](C=7C=CC=CC7)(C=8C=CC=CC8)C=9C=CC=CC9)[P](C=1C=CC=CC1)(C=1C=CC=CC1)C=1C=CC=CC1 (tetrakis(triphenylphosphine)palladium(0)). The solvent is COCCOC (1,2-dimethoxyethane), O (water). Product: NC1=NC(=C(C(=N1)C1=CC=CC2=CC=CC=C12)C)C (2-amino-5,6-dimethyl-4-(naphth-1-yl)-pyrimidine). Yield: 38.5%. Reaction SMILES: [C:1]1(B(O)O)[C:10]2[C:5](=[CH:6][CH:7]=[CH:8][CH:9]=2)[CH:4]=[CH:3][CH:2]=1.[NH2:14][C:15]1[N:20]=[C:19](Cl)[C:18]([CH3:22])=[C:17]([CH3:23])[N:16]=1.C(O)C.C(=O)([O-])[O-].[Na+].[Na+]>C1C=CC([P]([Pd]([P](C2C=CC=CC=2)(C2C=CC=CC=2)C2C=CC=CC=2)([P](C2C=CC=CC=2)(C2C=CC=CC=2)C2C=CC=CC=2)[P](C2C=CC=CC=2)(C2C=CC=CC=2)C2C=CC=CC=2)(C2C=CC=CC=2)C2C=CC=CC=2)=CC=1.COCCOC.O>[NH2:14][C:15]1[N:20]=[C:19]([C:1]2[C:10]3[C:5](=[CH:6][CH:7]=[CH:8][CH:9]=3)[CH:4]=[CH:3][CH:2]=2)[C:18]([CH3:22])=[C:17]([CH3:23])[N:16]=1 |f:3.4.5,^1:36,38,57,76|. Procedure: A stirred heterogeneous solution of 1-naphthyl boronic acid (0.382 g), 2-amino-4-chloro-5,6-dimethylpyrimidine (0.350 g), tetrakis(triphenylphosphine)palladium(0) (0.153 g), ethyl alcohol (8 mL), water (4 mL), 1,2-dimethoxyethane (8 mL) and sodium carbonate (0.85 g), was heated to reflux (about 80° to 90° C.) for 14 hours. The solution was then cooled to room temperature, filtered and extracted with ethyl acetate. The solvent was removed under reduced pressure and the resultant yellow solid was ... The reactants are C(C)(C)(C)OC(NC1=CC(=C(C=C1N)C1=C(C(=CC=C1)F)F)N(C)C)=O ((5-amino-2-dimethylamino-2′,3′-difluoro-biphenyl-4-yl)-carbamic acid tert.-butyl ester), CC1(OC(C=C(O1)C=1C=C(C#N)C=CC1)=O)C (3-(2,2-dimethyl-6-oxo-6H-[1,3]dioxin-4-yl)-benzonitrile). The product is C(C)(C)(C)OC(NC1=CC(=C(C=C1NC(CC(=O)C1=CC(=CC=C1)C#N)=O)C1=C(C(=CC=C1)F)F)N(C)C)=O ({5-[3-(3-Cyano-phenyl)-3-oxo-propionylamino]-2-dimethylamino-2′,3′-difluoro-biphenyl-4-yl}-carbamic acid tert.-butyl ester), solid. RXN SMILES: [C:1]([O:5][C:6](=[O:26])[NH:7][C:8]1[C:13]([NH2:14])=[CH:12][C:11]([C:15]2[CH:20]=[CH:19][CH:18]=[C:17]([F:21])[C:16]=2[F:22])=[C:10]([N:23]([CH3:25])[CH3:24])[CH:9]=1)([CH3:4])([CH3:3])[CH3:2].CC1(C)[O:33][C:32]([C:34]2[CH:35]=[C:36]([CH:39]=[CH:40][CH:41]=2)[C:37]#[N:38])=[CH:31][C:30](=O)[O:29]1>>[C:1]([O:5][C:6](=[O:26])[NH:7][C:8]1[C:13]([NH:14][C:30](=[O:29])[CH2:31][C:32]([C:34]2[CH:41]=[CH:40][CH:39]=[C:36]([C:37]#[N:38])[CH:35]=2)=[O:33])=[CH:12][C:11]([C:15]2[CH:20]=[CH:19][CH:18]=[C:17]([F:21])[C:16]=2[F:22])=[C:10]([N:23]([CH3:24])[CH3:25])[CH:9]=1)([CH3:4])([CH3:3])[CH3:2]. Procedure: The title compound was prepared from (5-amino-2-dimethylamino-2′,3′-difluoro-biphenyl-4-yl)-carbamic acid tert.-butyl ester (Example J3) 3-(2,2-dimethyl-6-oxo-6H-[1,3]dioxin-4-yl)-benzonitrile (Example L1) according to the general procedure M. Obtained as a yellow solid (145 mg). The reactants are C1(CCCCC1)N (cyclohexylamine), ClP1OC2=C(C3=C1C=CC=C3)C=CC=C2 (6-chloro-dibenz[c,e][1,2]oxaphosphorine). Product: C1=CC=CC2=C1C1=C(P(O2)N(C2CCCCC2)P2OC3=C(C4=C2C=CC=C4)C=CC=C3)C=CC=C1 (N,N-bis-(dibenz[c,e][1,2]oxaphosphorin-6-yl)-N-cyclohexylamine), Compound III. RXN SMILES: [CH:1]1([NH2:7])[CH2:6][CH2:5][CH2:4][CH2:3][CH2:2]1.Cl[P:9]1[C:14]2[CH:15]=[CH:16][CH:17]=[CH:18][C:13]=2[C:12]2[CH:19]=[CH:20][CH:21]=[CH:22][C:11]=2[O:10]1>>[CH:19]1[C:12]2[C:13]3[CH:18]=[CH:17][CH:16]=[CH:15][C:14]=3[P:9]([N:7]([P:9]3[C:14]4[CH:15]=[CH:16][CH:17]=[CH:18][C:13]=4[C:12]4[CH:19]=[CH:20][CH:21]=[CH:22][C:11]=4[O:10]3)[CH:1]3[CH2:6][CH2:5][CH2:4][CH2:3][CH2:2]3)[O:10][C:11]=2[CH:22]=[CH:21][CH:20]=1. Reported procedure: By using the molar equivalent of cyclohexylamine and two molar equivalents of 6-chloro-dibenz[c,e][1,2]oxaphosphorine, under otherwise the same conditions as those described in Example 1, there is obtained N,N-bis-(dibenz[c,e][1,2]oxaphosphorin-6-yl)-N-cyclohexylamine having a melting point of 191° C. (Compound III). Starting materials: C(#N)C1=CC=C(CC(CCC2=CC=C(C(=O)OC)C=C2)CO)C=C1 (Methyl 4-[3-(4-cyanobenzyl)-4-hydroxybutyl]benzoate), [Cr](=O)(=O)([O-])Cl.[NH+]1=CC=CC=C1 (pyridinium chlorochromate). Solvent: ClCCl (dichloromethane). Reaction conditions: time 5 hour. The product is C(#N)C1=CC=C(CC(CCC2=CC=C(C(=O)OC)C=C2)C=O)C=C1 (Methyl 4-[3-(4-cyanobenzyl)-4-oxobutyl]benzoate). Yield: 69.0%. As a reaction SMILES: [C:1]([C:3]1[CH:24]=[CH:23][C:6]([CH2:7][CH:8]([CH2:21][OH:22])[CH2:9][CH2:10][C:11]2[CH:20]=[CH:19][C:14]([C:15]([O:17][CH3:18])=[O:16])=[CH:13][CH:12]=2)=[CH:5][CH:4]=1)#[N:2].[Cr](Cl)([O-])(=O)=O.[NH+]1C=CC=CC=1>ClCCl>[C:1]([C:3]1[CH:4]=[CH:5][C:6]([CH2:7][CH:8]([CH:21]=[O:22])[CH2:9][CH2:10][C:11]2[CH:12]=[CH:13][C:14]([C:15]([O:17][CH3:18])=[O:16])=[CH:19][CH:20]=2)=[CH:23][CH:24]=1)#[N:2] |f:1.2|. Procedure: A solution of 400 mg (1.24 mmol) of methyl 4-[3-(4-cyanobenzyl)-4-hydroxybutyl]benzoate from Example 73A in 7 ml of dichloromethane is mixed with 320 mg (1.48 mmol) of pyridinium chlorochromate (PCC) and stirred at room temperature for 5 hours. After conversion is complete, about 1 g of silica gel is added, and the solvent is removed to dryness in vacuo. The residue is purified by flash chromatography on silica gel (mobile phase: cyclohexane/ethyl acetate 10:1→4:1). 302 mg (90% purity, 69% yield...